Dataset: the Open Reaction Database (ORD), a public repository of structured organic reaction records. Task: describe an organic reaction: reactants, conditions, products, and yield The reactants are ClC(C(=O)OCC)C1=CC2=CC=C(C=C2C=C1)OC (ethyl α-chloro-6-methoxy-2-naphthylacetate), Cl (hydrochloric acid). Solvent: C(C)(=O)O (acetic acid). The product is ClC(C(=O)O)C1=CC2=CC=C(C=C2C=C1)OC (α-chloro-6-methoxy-2-naphthylacetic acid). RXN SMILES: [Cl:1][CH:2]([C:8]1[CH:17]=[CH:16][C:15]2[C:10](=[CH:11][CH:12]=[C:13]([O:18][CH3:19])[CH:14]=2)[CH:9]=1)[C:3]([O:5]CC)=[O:4].Cl>C(O)(=O)C>[Cl:1][CH:2]([C:8]1[CH:17]=[CH:16][C:15]2[C:10](=[CH:11][CH:12]=[C:13]([O:18][CH3:19])[CH:14]=2)[CH:9]=1)[C:3]([OH:5])=[O:4]. Procedure: A mixture of 0.167 moles of the ethyl α-chloro-6-methoxy-2-naphthylacetate and 160 ml. of glacial acetic acid containing 40 ml. of 37% hydrochloric acid is refluxed for 20 hours. The mixture is concentrated under reduced pressure to give a gummy residue. The latter material is dissolved in 300 ml. of n-hexane, washed with ice-cold water (100 ml. total), dried over sodium sulfate and filtered. The hexane is removed to give α-chloro-6-methoxy-2-naphthylacetic acid. Starting materials: O=C([O-])[O-], [K+], [K+], CN(C)C=O, O, O=Cc1cccc(O)c1, ClCc1ccc2ccccc2n1. The product is O=Cc1cccc(OCc2ccc3ccccc3n2)c1. RXN SMILES: [C:22](=[O:23])([O-:24])[O-:25].[K+:26].[K+:27].[O:29]=[CH:30][N:31]([CH3:32])[CH3:33].[OH2:28].[OH:1][c:2]1[cH:3][c:4]([CH:5]=[O:6])[cH:7][cH:8][cH:9]1.[n:10]1[c:11]([CH2:20][Cl:21])[cH:12][cH:13][c:14]2[cH:15][cH:16][cH:17][cH:18][c:19]12>>[O:1]([c:2]1[cH:3][c:4]([CH:5]=[O:6])[cH:7][cH:8][cH:9]1)[CH2:20][c:11]1[n:10][c:19]2[c:14]([cH:13][cH:12]1)[cH:15][cH:16][cH:17][cH:18]2. The reactants are CC(=O)O, CO, [Fe], CC(C)(C)OC(=O)N1CCN(c2ccc([N+](=O)[O-])cc2)CC1. The product is CC(C)(C)OC(=O)N1CCN(c2ccc(N)cc2)CC1. Reaction SMILES: [CH3:23][C:24](=[O:25])[OH:26].[CH3:28][OH:29].[Fe:27].[N+:1]([O-:2])(=[O:3])[c:4]1[cH:5][cH:6][c:7]([N:10]2[CH2:11][CH2:12][N:13]([C:16](=[O:17])[O:18][C:19]([CH3:20])([CH3:21])[CH3:22])[CH2:14][CH2:15]2)[cH:8][cH:9]1>>[NH2:1][c:4]1[cH:5][cH:6][c:7]([N:10]2[CH2:11][CH2:12][N:13]([C:16](=[O:17])[O:18][C:19]([CH3:20])([CH3:21])[CH3:22])[CH2:14][CH2:15]2)[cH:8][cH:9]1.